This data is from the Open Reaction Database (ORD), a public repository of structured organic reaction records. The task is: describe an organic reaction: reactants, conditions, products, and yield Reactants: B, Nc1ccc(Br)cc1C(=O)O, O=C([O-])[O-], C1CCOC1, CSC, [K+], [K+], [Na+], [OH-]. Yields the product Nc1ccc(Br)cc1CO. RXN SMILES: [BH3:15].[Br:1][c:2]1[cH:3][cH:4][c:5]([NH2:11])[c:6]([C:7](=[O:8])[OH:9])[cH:10]1.[C:18](=[O:19])([O-:20])[O-:21].[CH2:24]1[O:25][CH2:26][CH2:27][CH2:28]1.[CH3:12][S:13][CH3:14].[K+:22].[K+:23].[Na+:17].[OH-:16]>>[Br:1][c:2]1[cH:3][cH:4][c:5]([NH2:11])[c:6]([CH2:7][OH:8])[cH:10]1. Starting materials: O (water), B(Br)(Br)Br (boron tribromide), COC1=CC=C(C=C1)C1=C(NC2=CC(=C(C=C12)C)C)C(=O)OC (methyl 3-(4-methoxyphenyl)-5,6-dimethylindole-2-carboxylate). Solvent: ClCCl (dichloromethane), ClCCl (dichloromethane). Conditions: time 2 hour. Product: OC1=CC=C(C=C1)C1=C(NC2=CC(=C(C=C12)C)C)C(=O)OC (methyl 3-(4-hydroxyphenyl)-5,6-dimethylindole-2-carboxylate). The yield is 44.3%. RXN SMILES: B(Br)(Br)Br.C[O:6][C:7]1[CH:12]=[CH:11][C:10]([C:13]2[C:21]3[C:16](=[CH:17][C:18]([CH3:23])=[C:19]([CH3:22])[CH:20]=3)[NH:15][C:14]=2[C:24]([O:26][CH3:27])=[O:25])=[CH:9][CH:8]=1.O>ClCCl>[OH:6][C:7]1[CH:8]=[CH:9][C:10]([C:13]2[C:21]3[C:16](=[CH:17][C:18]([CH3:23])=[C:19]([CH3:22])[CH:20]=3)[NH:15][C:14]=2[C:24]([O:26][CH3:27])=[O:25])=[CH:11][CH:12]=1. Reported procedure: A solution of boron tribromide (BBr3) (0.18 ml) in dichloromethane (0.36 ml) was dropwise added to a solution of methyl 3-(4-methoxyphenyl)-5,6-dimethylindole-2-carboxylate (0.3 g) in dichloromethane (10 ml) at 0° C. The reaction mixture was stirred for 2 hours at the same temperature, poured into water and extracted with ethyl acetate. The ethyl acetate layer was washed with water, dried (MgSO4) and concentrated. The precipitated crystals were collected by filtration and recrystallized from ace... Starting materials: O=C(Cl)c1ccccc1, CN(C)c1ccccc1, CCOC(C)=O, Nc1nc(C=Cc2ccc([N+](=O)[O-])cc2)cs1. Product: O=C(Nc1nc(C=Cc2ccc([N+](=O)[O-])cc2)cs1)c1ccccc1. RXN SMILES: [C:27]([c:28]1[cH:29][cH:30][cH:31][cH:32][cH:33]1)(=[O:34])[Cl:35].[CH3:18][N:19]([c:20]1[cH:21][cH:22][cH:23][cH:24][cH:25]1)[CH3:26].[CH3:36][CH2:37][O:38][C:39](=[O:40])[CH3:41].[N+:1](=[O:2])([O-:3])[c:4]1[cH:5][cH:6][c:7]([CH:10]=[CH:11][c:12]2[n:13][c:14]([NH2:17])[s:15][cH:16]2)[cH:8][cH:9]1>>[N+:1](=[O:2])([O-:3])[c:4]1[cH:5][cH:6][c:7]([CH:10]=[CH:11][c:12]2[n:13][c:14]([NH:17][C:27]([c:28]3[cH:29][cH:30][cH:31][cH:32][cH:33]3)=[O:34])[s:15][cH:16]2)[cH:8][cH:9]1. Reactants: ClC=1C=C(C=CC1C(C(C(F)(F)F)(O)C=1C=CC2=C(N(C(CO2)=O)CC)C1)C)OS(=O)(=O)C(F)(F)F (Trifluoromethanesulfonic acid 3-chloro-4-[2-(4-ethyl-3-oxo-3,4-dihydro-2H-benzo[1,4]oxazin-6-yl)-3,3,3-trifluoro-2-hydroxy-1-methyl-propyl]-phenyl ester), ClC=1C=C(C=CC1C(=O)OC)B(O)O (3-chloro-4-(methoxycarbonyl)phenylboronic acid), 1,1,bis(diphenylphosphino)-ferrocenpalladium(II)dichloromethane, O (water), C(=O)([O-])[O-].[Na+].[Na+] (Na2CO3). Solvent: C(C)(=O)OCC (ethyl acetate), O1CCOCC1 (dioxane). Run at temperature 70 celsius, time 6.5 hour. Product: COC(=O)C1=C(C=C(C=C1)C1=CC(=C(C=C1)C(C(C(F)(F)F)(O)C=1C=CC2=C(N(C(CO2)=O)CC)C1)C)Cl)Cl (3,3′-Dichloro-4′-[2-(4-ethyl-3-oxo-3,4-dihydro-2H-benzo[1,4]oxazin-6-yl)-3,3,3-trifluoro-2-hydroxy-1-methyl-propyl]-biphenyl-4-carboxylic acid methyl ester). Yield: 71.2%. RXN SMILES: [Cl:1][C:2]1[CH:3]=[C:4](OS(C(F)(F)F)(=O)=O)[CH:5]=[CH:6][C:7]=1[CH:8]([CH3:28])[C:9]([C:15]1[CH:16]=[CH:17][C:18]2[O:23][CH2:22][C:21](=[O:24])[N:20]([CH2:25][CH3:26])[C:19]=2[CH:27]=1)([OH:14])[C:10]([F:13])([F:12])[F:11].[Cl:37][C:38]1[CH:39]=[C:40](B(O)O)[CH:41]=[CH:42][C:43]=1[C:44]([O:46][CH3:47])=[O:45].O.C([O-])([O-])=O.[Na+].[Na+]>O1CCOCC1.C(OCC)(=O)C>[CH3:47][O:46][C:44]([C:43]1[CH:42]=[CH:41][C:40]([C:4]2[CH:5]=[CH:6][C:7]([CH:8]([CH3:28])[C:9]([C:15]3[CH:16]=[CH:17][C:18]4[O:23][CH2:22][C:21](=[O:24])[N:20]([CH2:25][CH3:26])[C:19]=4[CH:27]=3)([OH:14])[C:10]([F:13])([F:11])[F:12])=[C:2]([Cl:1])[CH:3]=2)=[CH:39][C:38]=1[Cl:37])=[O:45] |f:3.4.5|. Procedure details: Trifluoromethanesulfonic acid 3-chloro-4-[2-(4-ethyl-3-oxo-3,4-dihydro-2H-benzo[1,4]oxazin-6-yl)-3,3,3-trifluoro-2-hydroxy-1-methyl-propyl]-phenyl ester (150 mg, 0.27 mmol), 3-chloro-4-(methoxycarbonyl)phenylboronic acid (86 mg, 0.4 mmol) and 1,1,bis(diphenylphosphino)-ferrocenpalladium(II)dichloromethane (11 mg, 0.05% mol) in dioxane (0.8 ml) was treated with water (0.6 ml) and 1M-Na2CO3 (0.4 ml, 0.4 mmol) and stirred at 70° C. under argon for 6.5 h. The reaction mixture was cooled down to r.t.... RXN SMILES: CC(C)([O-])C.[Na+].[Cl:7][C:8]1[CH:9]=[C:10]([C:15]2([C:20]([F:23])([F:22])[F:21])[CH2:19][CH2:18][NH:17][CH2:16]2)[CH:11]=[C:12]([Cl:14])[CH:13]=1.Br[C:25]1[CH:35]=[CH:34][C:28]([CH2:29][NH:30][C:31](=[O:33])[CH3:32])=[C:27]([CH3:36])[CH:26]=1>C1(C)C=CC=CC=1.C(OC)(C)(C)C.CC1(C)C2C(=C(P(C3C=CC=CC=3)C3C=CC=CC=3)C=CC=2)OC2C(P(C3C=CC=CC=3)C3C=CC=CC=3)=CC=CC1=2>[Cl:14][C:12]1[CH:11]=[C:10]([C:15]2([C:20]([F:23])([F:22])[F:21])[CH2:19][CH2:18][N:17]([C:25]3[CH:35]=[CH:34][C:28]([CH2:29][NH:30][C:31](=[O:33])[CH3:32])=[C:27]([CH3:36])[CH:26]=3)[CH2:16]2)[CH:9]=[C:8]([Cl:7])[CH:13]=1 |f:0.1|. Isolated yield 65.2%. Conditions: temperature 80 celsius, time 5 hour. Run in C1(=CC=CC=C1)C (toluene), C(C)(C)(C)OC (t-butylmethylether). Reported procedure: Sodium tert-butoxide (0.3 g), Tris(dibenzylidene acetone)dipalladium(0) (chloroform adduct)(0.04 g) and xantphos (0.07 g) was added to the solution of 3-(3,5-dichlorophenyl)-3-(trifluoromethyl)pyrrolidine (0.59 g) and N-(4-bromo-2-methylbenzyl)acetamide (0.5 g) in toluene under argon atmosphere, and the mixture was heated with stirring at 80° C. for 5 hours. The reaction solution was diluted with t-butylmethylether and then washed with water and brine. The organic layer was dried over anhydrous ... Reactants: CC(C)([O-])C.[Na+] (Sodium tert-butoxide), Tris(dibenzylidene acetone)dipalladium(0), ClC=1C=C(C=C(C1)Cl)C1(CNCC1)C(F)(F)F (3-(3,5-dichlorophenyl)-3-(trifluoromethyl)pyrrolidine), BrC1=CC(=C(CNC(C)=O)C=C1)C (N-(4-bromo-2-methylbenzyl)acetamide). The product is ClC=1C=C(C=C(C1)Cl)C1(CN(CC1)C1=CC(=C(CNC(C)=O)C=C1)C)C(F)(F)F (N-{4-[3-(3,5-dichlorophenyl)-3-(trifluoromethyl)pyrrolidin-1-yl]-2-methylbenzyl}acetamide). Reagents/catalysts: CC1(C2=C(C(=CC=C2)P(C3=CC=CC=C3)C4=CC=CC=C4)OC5=C(C=CC=C51)P(C6=CC=CC=C6)C7=CC=CC=C7)C (xantphos). The reactants are [OH-].[Na+] (NaOH), FC(C(=O)[O-])(F)F.OC(COC(=O)C1=CN2C3=C(C(=C(C=C3C1=O)F)N1CC[NH+](CC1)C)OC[C@@H]2C)CO ((S)-4-(6-((2,3-dihydroxypropoxy)carbonyl)-9-fluoro-3-methyl-7-oxo-3,7-dihydro-2H-[1,4]oxazino[2,3,4-ij]quinolin-10-yl)-1-methylpiperazin-1-ium 2,2,2-trifluoroacetate), Al2O3. Run in CO (methanol), CO (methanol). Conditions: temperature 0 celsius. The product is FC=1C=C2C(C(=CN3C2=C(C1N1CCN(CC1)C)OCC3C)C(=O)OC[C@H](CO)O)=O ((S)-2,3-dihydroxypropyl 9-fluoro-3-methyl-10-(−4-methylpiperazin-1-yl)-7-oxo-3,7-dihydro-2H-[1,4]oxazino[2,3,4-ij]quinoline-6-carboxylate). Isolated yield 88.3%. As a reaction SMILES: FC(F)(F)C([O-])=O.[OH:8][CH:9]([CH2:37][OH:38])[CH2:10][O:11][C:12]([C:14]1[C:23](=[O:24])[C:22]2[C:17]3=[C:18]([O:33][CH2:34][C@H:35]([CH3:36])[N:16]3[CH:15]=1)[C:19]([N:26]1[CH2:31][CH2:30][NH+:29]([CH3:32])[CH2:28][CH2:27]1)=[C:20]([F:25])[CH:21]=2)=[O:13].[OH-].[Na+]>CO>[F:25][C:20]1[CH:21]=[C:22]2[C:17]3=[C:18]([O:33][CH2:34][CH:35]([CH3:36])[N:16]3[CH:15]=[C:14]([C:12]([O:11][CH2:10][C@@H:9]([OH:8])[CH2:37][OH:38])=[O:13])[C:23]2=[O:24])[C:19]=1[N:26]1[CH2:27][CH2:28][N:29]([CH3:32])[CH2:30][CH2:31]1 |f:0.1,2.3|. Reported procedure: (S)-4-(6-((2,3-dihydroxypropoxy)carbonyl)-9-fluoro-3-methyl-7-oxo-3,7-dihydro-2H-[1,4]oxazino[2,3,4-ij]quinolin-10-yl)-1-methylpiperazin-1-ium 2,2,2-trifluoroacetate (0.50 g, 0.91 mmol) was dissolved in methanol under argon and cooled to 0° C. (ice/salt bath). 1 equiv. of NaOH dissolved in methanol (25 ml) was added slowly until the solution reached pH 7-pH 8. The reaction mixture was passed through a plug of Al2O3 (10% MeOH in CHCl3). The organic solvent was removed under reduced pressure givin... Starting materials: CC1(CC(C(S1)C(=O)OCC)=O)C (Ethyl 5,5-dimethyl-3-oxo-tetrahydrothiophene-2-carboxylate), C(CCCC)C=1C=C(C=C(O)C1)O (5-n-pentyl resorcinol). Yields the product CC1(CC2=C(C(OC3=C2C(=CC(=C3)CCCCC)O)=O)S1)C (1,2-dihydro-2,2-dimethyl-9-hydroxy-7-n-pentyl-4-oxo-4H-thieno-[2,3-c][1] benzopyran). Isolated yield 72.5%. As a reaction SMILES: [CH3:1][C:2]1([CH3:13])[S:6][CH:5]([C:7]([O:9][CH2:10][CH3:11])=[O:8])[C:4](=O)[CH2:3]1.[CH2:14]([C:19]1[CH:20]=C(O)C=[C:23]([CH:25]=1)[OH:24])[CH2:15][CH2:16][CH2:17][CH3:18]>>[CH3:1][C:2]1([CH3:13])[S:6][C:5]2[C:7](=[O:8])[O:9][C:10]3[CH:20]=[C:19]([CH2:14][CH2:15][CH2:16][CH2:17][CH3:18])[CH:25]=[C:23]([OH:24])[C:11]=3[C:4]=2[CH2:3]1. Reported procedure: Ethyl 5,5-dimethyl-3-oxo-tetrahydrothiophene-2-carboxylate was reacted with 5-n-pentyl resorcinol following a procedure similar to that of Example 3-C to produce 1,2-dihydro-2,2-dimethyl-9-hydroxy-7-n-pentyl-4-oxo-4H-thieno-[2,3-c][1] benzopyran in a 72.5% yield, m.p. 203°-206°C.